From a dataset of the Open Reaction Database (ORD), a public repository of structured organic reaction records. describe an organic reaction: reactants, conditions, products, and yield Reactants: CC(=O)Br, CC(=O)O, O=[N+]([O-])c1cc[n+]([O-])c(-c2ccccn2)c1. The product is [O-][n+]1ccc(Br)cc1-c1ccccn1. RXN SMILES: [C:17](=[O:18])([CH3:19])[Br:20].[CH3:21][C:22](=[O:23])[OH:24].[N+:1]([O-:2])(=[O:3])[c:4]1[cH:5][c:6](-[c:11]2[n:12][cH:13][cH:14][cH:15][cH:16]2)[n+:7]([O-:10])[cH:8][cH:9]1>>[c:4]1([Br:20])[cH:5][c:6](-[c:11]2[n:12][cH:13][cH:14][cH:15][cH:16]2)[n+:7]([O-:10])[cH:8][cH:9]1.